Dataset: the Open Reaction Database (ORD), a public repository of structured organic reaction records. Task: describe an organic reaction: reactants, conditions, products, and yield Starting materials: O=C1C=C(Br)CCC1, CC1(C)OB(c2ccc3ncccc3c2)OC1(C)C. Product: O=C1C=C(c2ccc3ncccc3c2)CCC1. As a reaction SMILES: [Br:1][C:2]1=[CH:3][C:4](=[O:8])[CH2:5][CH2:6][CH2:7]1.[CH3:9][C:10]1([CH3:11])[C:12]([CH3:13])([CH3:14])[O:15][B:16]([c:17]2[cH:18][c:19]3[cH:20][cH:21][cH:22][n:23][c:24]3[cH:25][cH:26]2)[O:27]1>>[C:2]1([c:17]2[cH:18][c:19]3[cH:20][cH:21][cH:22][n:23][c:24]3[cH:25][cH:26]2)=[CH:3][C:4](=[O:8])[CH2:5][CH2:6][CH2:7]1.